The task is: describe an organic reaction: reactants, conditions, products, and yield. This data is from the Open Reaction Database (ORD), a public repository of structured organic reaction records. Reaction SMILES: [CH2:29]([N+:30]([CH2:31][CH3:32])([CH2:33][CH3:34])[CH2:35][CH3:36])[c:37]1[cH:38][cH:39][cH:40][cH:41][cH:42]1.[CH3:17][C:18]([CH2:19][OH:20])([CH3:21])[N+:22](=[O:23])[O-:24].[Cl-:28].[ClH:1].[ClH:27].[NH2:2][c:3]1[cH:4][cH:5][c:6]([C:7](=[O:8])[CH2:9][CH2:10][CH2:11][C:12](=[O:13])[OH:14])[cH:15][cH:16]1.[Na+:26].[OH-:25].[OH2:43]>>[NH:2]([c:3]1[cH:4][cH:5][c:6]([C:7](=[O:8])[CH2:9][CH2:10][CH2:11][C:12](=[O:13])[OH:14])[cH:15][cH:16]1)[CH2:19][C:18]([CH3:17])([CH3:21])[N+:22](=[O:23])[O-:24]. Product: CC(C)(CNc1ccc(C(=O)CCCC(=O)O)cc1)[N+](=O)[O-]. Reactants: CC[N+](CC)(CC)Cc1ccccc1, CC(C)(CO)[N+](=O)[O-], [Cl-], Cl, Cl, Nc1ccc(C(=O)CCCC(=O)O)cc1, [Na+], [OH-], O. The reactants are FC(OC1=CC=C(C=C1)N1C(C2(CC1)CCNCC2)=O)(F)F (2-(4-trifluoromethoxy-phenyl)-2,8-diaza-spiro[4.5]decan-1-one), O=C(OC(Cl)(Cl)Cl)Cl (diphosgene), C(C)NCC (diethylamine). Yields the product C(C)N(C(=O)N1CCC2(CCN(C2=O)C2=CC=C(C=C2)OC(F)(F)F)CC1)CC (1-Oxo-2-(4-trifluoromethoxy-phenyl)-2,8-diaza-spiro[4.5]decane-8-carboxylic acid diethylamide). As a reaction SMILES: [F:1][C:2]([F:22])([F:21])[O:3][C:4]1[CH:9]=[CH:8][C:7]([N:10]2[CH2:14][CH2:13][C:12]3([CH2:19][CH2:18][NH:17][CH2:16][CH2:15]3)[C:11]2=[O:20])=[CH:6][CH:5]=1.O=C(Cl)[O:25][C:26](Cl)(Cl)Cl.[CH2:31]([NH:33][CH2:34][CH3:35])[CH3:32]>>[CH2:31]([N:33]([CH2:34][CH3:35])[C:26]([N:17]1[CH2:16][CH2:15][C:12]2([C:11](=[O:20])[N:10]([C:7]3[CH:8]=[CH:9][C:4]([O:3][C:2]([F:1])([F:21])[F:22])=[CH:5][CH:6]=3)[CH2:14][CH2:13]2)[CH2:19][CH2:18]1)=[O:25])[CH3:32]. Reported procedure: This material was prepared in analogy to example 251 step B) from 2-(4-trifluoromethoxy-phenyl)-2,8-diaza-spiro[4.5]decan-1-one, diphosgene and diethylamine. MS (ESI): 414.3 (MH+). The reactants are ClCC(=O)N(C)C1=C(C=C(C=C1)OCOCC[Si](C)(C)C)Cl (2-chloro-N-(2-chloro-4-{[2-(trimethylsilyl)ethoxy]methoxy}phenyl)-N-methylacetamide), C(C)(C)(C)OC(CNCC=1C=C(C(=O)OC(C)(C)C)C=CC1)=O (tert-butyl 3-{[(2-tert-butoxy-2-oxoethyl)amino]methyl}benzoate), C([O-])([O-])=O.[K+].[K+] (potassium carbonate), [I-].[K+] (potassium iodide). Solvent: O (water), C(C)#N (acetonitrile). Run at temperature 60 celsius, time 8 hour. Product: C(C)(C)(C)OC(CN(CC(=O)N(C)C1=C(C=C(C=C1)OCOCC[Si](C)(C)C)Cl)CC=1C=C(C(=O)OC(C)(C)C)C=CC1)=O (tert-butyl 3-{[(2-tert-butoxy-2-oxoethyl){2-[(2-chloro-4-{[2-(trimethylsilyl)ethoxy]methoxy}phenyl)(methyl)amino]-2-oxoethyl}amino]methyl}benzoate). Isolated yield 90.8%. Reaction SMILES: Cl[CH2:2][C:3]([N:5]([C:7]1[CH:12]=[CH:11][C:10]([O:13][CH2:14][O:15][CH2:16][CH2:17][Si:18]([CH3:21])([CH3:20])[CH3:19])=[CH:9][C:8]=1[Cl:22])[CH3:6])=[O:4].[C:23]([O:27][C:28](=[O:45])[CH2:29][NH:30][CH2:31][C:32]1[CH:33]=[C:34]([CH:42]=[CH:43][CH:44]=1)[C:35]([O:37][C:38]([CH3:41])([CH3:40])[CH3:39])=[O:36])([CH3:26])([CH3:25])[CH3:24].C(=O)([O-])[O-].[K+].[K+].[I-].[K+]>C(#N)C.O>[C:23]([O:27][C:28](=[O:45])[CH2:29][N:30]([CH2:31][C:32]1[CH:33]=[C:34]([CH:42]=[CH:43][CH:44]=1)[C:35]([O:37][C:38]([CH3:40])([CH3:39])[CH3:41])=[O:36])[CH2:2][C:3]([N:5]([C:7]1[CH:12]=[CH:11][C:10]([O:13][CH2:14][O:15][CH2:16][CH2:17][Si:18]([CH3:21])([CH3:20])[CH3:19])=[CH:9][C:8]=1[Cl:22])[CH3:6])=[O:4])([CH3:24])([CH3:25])[CH3:26] |f:2.3.4,5.6|. Reported procedure: To a solution of 2-chloro-N-(2-chloro-4-{[2-(trimethylsilyl)ethoxy]methoxy}phenyl)-N-methylacetamide (500 mg) in acetonitrile (8.95 mL) were added tert-butyl 3-{[(2-tert-butoxy-2-oxoethyl)amino]methyl}benzoate (441 mg), potassium carbonate (285 mg), and potassium iodide (22.8 mg), followed by stirring at 60° C. overnight. To the reaction suspension was added water, followed by extraction with ethyl acetate. The organic layer was washed with water and a saturated aqueous sodium chloride solution,... Reactants: CCN(CC)CCCBr, Br, O=C([O-])[O-], O=C1c2ccccc2C(=O)N1c1n[nH]c2cccc(Cl)c12, CN(C)C=O, [K+], [K+], O. Product: CCN(CC)CCCn1nc(N2C(=O)c3ccccc3C2=O)c2c(Cl)cccc21. RXN SMILES: [Br:28][CH2:29][CH2:30][CH2:31][N:32]([CH2:33][CH3:34])[CH2:35][CH3:36].[BrH:27].[C:37](=[O:38])([O-:39])[O-:40].[C:6]1(=[O:26])[c:7]2[c:8]([cH:22][cH:23][cH:24][cH:25]2)[C:9](=[O:21])[N:10]1[c:11]1[n:12][nH:13][c:14]2[cH:15][cH:16][cH:17][c:18]([Cl:20])[c:19]12.[CH3:1][N:2]([CH3:3])[CH:4]=[O:5].[K+:41].[K+:42].[OH2:43]>>[C:6]1(=[O:26])[c:7]2[c:8]([cH:22][cH:23][cH:24][cH:25]2)[C:9](=[O:21])[N:10]1[c:11]1[n:12][n:13]([CH2:29][CH2:30][CH2:31][N:32]([CH2:33][CH3:34])[CH2:35][CH3:36])[c:14]2[cH:15][cH:16][cH:17][c:18]([Cl:20])[c:19]12. Reactants: FC(C1=C(C=CC=C1)C1(CCCC1)O)(F)F (1-(2-(trifluoromethyl)phenyl)cyclopentanol), [H][H] (hydrogen). Reagents/catalysts: [Pd] (Pd—C). The solvent is C(C)O (ethanol). Product: C1(CCCC1)C1=C(C=CC=C1)C(F)(F)F (1-Cyclopentyl-2-(trifluoromethyl)benzene). Isolated yield 90.6%. Reaction SMILES: [F:1][C:2]([F:16])([F:15])[C:3]1[CH:8]=[CH:7][CH:6]=[CH:5][C:4]=1[C:9]1(O)[CH2:13][CH2:12][CH2:11][CH2:10]1.[H][H]>C(O)C.[Pd]>[CH:9]1([C:4]2[CH:5]=[CH:6][CH:7]=[CH:8][C:3]=2[C:2]([F:1])([F:15])[F:16])[CH2:10][CH2:11][CH2:12][CH2:13]1. Reported procedure: To a solution of 1-(2-(trifluoromethyl)phenyl)cyclopentanol (5.1 g, 22.15 mmol) in ethanol (32 mL) was added 10% Pd—C (500 mg; Degussa; wet) and the mixture was hydrogenated overnight with a hydrogen balloon. The reaction mixture was filtered through Celite®. The filtrate was poured into ice-water (100 mL) and extracted with CH2Cl2 (2×70 mL). The combined CH2Cl2 layer was washed with water (1×75 mL), dried over Na2SO4, filtered and the solvent was removed under reduced pressure to give the title... The reactants are C=C (ethylene), BrC1=CC=C(C=C1)CC(=O)Cl (4-bromophenylacetyl chloride), [Cl-].[Al+3].[Cl-].[Cl-] (aluminium chloride), C=C (ethylene), ice, ice, acid chloride, BrC1=CC=C(C=C1)CC(=O)Cl (4-bromophenylacetyl chloride), C=C (Ethylene). The solvent is C(Cl)Cl (methylene chloride), C(Cl)Cl (methylene chloride). Reaction conditions: temperature -10 celsius. Yields the product BrC=1C=C2CCC(CC2=CC1)=O (6-bromo-2-tetralone). As a reaction SMILES: [CH2:1]=[CH2:2].[Br:3][C:4]1[CH:9]=[CH:8][C:7]([CH2:10][C:11](Cl)=[O:12])=[CH:6][CH:5]=1.[Cl-].[Al+3].[Cl-].[Cl-]>C(Cl)Cl>[Br:3][C:4]1[CH:9]=[C:8]2[C:7](=[CH:6][CH:5]=1)[CH2:10][C:11](=[O:12])[CH2:2][CH2:1]2 |f:2.3.4.5|. Procedure: To a two-liter round bottom flask equipped with a gas inlet tube connected to an external tank of ethylene, an addition funnel containing a solution of the crude 4-bromophenylacetyl chloride described above in methylene chloride (75 ml), a thermometer, a gas inlet adapter connected to a bubbler and a positive nitrogen flow, and a heavy-duty magnetic stirrer was added dry methylene chloride (1000 ml) and aluminium chloride (55 g, 0.42 mole). The stirred suspension was cooled to −10° C. using an i... Starting materials: C(C1=CC=CC=C1)(=O)Cl (benzoyl chloride), C(C1=CC=CC=C1)N(C)C (N-benzyldimethylamine). The reagents and catalysts are C(C)(=O)[O-].[Pd+2].C(C)(=O)[O-] (palladium acetate). Solvent: C1(=CC=CC=C1)C (toluene). Reaction conditions: temperature 120 celsius, time 4 hour. The product is C=CC1=CC=CC=C1 (styrene), C1(=CC=CC=C1)\C=C\C1=CC=CC=C1 (trans-stilbene). The yield is 9.0%. As a reaction SMILES: [C:1](Cl)(=O)[C:2]1[CH:7]=[CH:6][CH:5]=[CH:4][CH:3]=1.[CH2:10](N(C)C)[C:11]1[CH:16]=[CH:15][CH:14]=[CH:13][CH:12]=1>C([O-])(=O)C.[Pd+2].C([O-])(=O)C.C1(C)C=CC=CC=1>[CH2:10]=[CH:1][C:2]1[CH:7]=[CH:6][CH:5]=[CH:4][CH:3]=1.[C:2]1(/[CH:1]=[CH:10]/[C:11]2[CH:16]=[CH:15][CH:14]=[CH:13][CH:12]=2)[CH:7]=[CH:6][CH:5]=[CH:4][CH:3]=1 |f:2.3.4|. Reported procedure: 1.44 ml (12.5 mmols) of benzoyl chloride, 1.88 ml (12.5 mmols) of N-benzyldimethylamine and 0.0281 g (0.125 mmol) of palladium acetate are added to 25 ml of toluene in a pressure apparatus constructed of glass. The apparatus is flushed with ethylene in order to remove the air. Ethylene is then injected at 10 bar and the mixture is stirred for 4 hours at 120° C. 55% of styrene and 9% of trans-stilbene are formed. Reactants: CS(C)=O, [Na+], C1CCOC1, [OH-], O, CCOC(=O)c1cnc(N2CCn3ccnc3C2)nc1NCc1ccc(OC)c(Cl)c1. Product: COc1ccc(CNc2nc(N3CCn4ccnc4C3)ncc2C(=O)O)cc1Cl. As a reaction SMILES: [CH3:40][S:41]([CH3:42])=[O:43].[Na+:33].[O:34]1[CH2:35][CH2:36][CH2:37][CH2:38]1.[OH-:32].[OH2:39].[n:1]1[cH:2][cH:3][n:4]2[c:5]1[CH2:6][N:7]([c:10]1[n:11][cH:12][c:13]([C:27](=[O:28])[O:29][CH2:30][CH3:31])[c:14]([NH:16][CH2:17][c:18]3[cH:19][c:20]([Cl:26])[c:21]([O:24][CH3:25])[cH:22][cH:23]3)[n:15]1)[CH2:8][CH2:9]2>>[n:1]1[cH:2][cH:3][n:4]2[c:5]1[CH2:6][N:7]([c:10]1[n:11][cH:12][c:13]([C:27](=[O:28])[OH:29])[c:14]([NH:16][CH2:17][c:18]3[cH:19][c:20]([Cl:26])[c:21]([O:24][CH3:25])[cH:22][cH:23]3)[n:15]1)[CH2:8][CH2:9]2. Reactants: ClC=1C=CC2=C(C=CC3=C(S2)C=C(C=C3)C#N)C1 (8-chloro-3-cyanodibenzo[b,f]-thiepin), sulfone, ClC1=CC(=CC=C1)C(=O)OO (m-chloroperbenzoic acid), [OH-].[Ca+2].[OH-] (calcium hydroxide). The solvent is C(Cl)(Cl)Cl (chloroform). Conditions: time 24 hour. Product: ClC=1C=CC2=C(C=CC3=C(S2(=O)=O)C=C(C=C3)C#N)C1 (8-Chloro-3-cyanodibenzo[b,f]thiepin-5,5-dioxide). RXN SMILES: [Cl:1][C:2]1[CH:3]=[CH:4][C:5]2[S:11][C:10]3[CH:12]=[C:13]([C:16]#[N:17])[CH:14]=[CH:15][C:9]=3[CH:8]=[CH:7][C:6]=2[CH:18]=1.ClC1C=CC=C(C(OO)=O)C=1.[OH-:30].[Ca+2].[OH-:32]>C(Cl)(Cl)Cl>[Cl:1][C:2]1[CH:3]=[CH:4][C:5]2[S:11](=[O:32])(=[O:30])[C:10]3[CH:12]=[C:13]([C:16]#[N:17])[CH:14]=[CH:15][C:9]=3[CH:8]=[CH:7][C:6]=2[CH:18]=1 |f:2.3.4|. Procedure: 400 Mg. 8-chloro-3-cyanodibenzo[b,f]-thiepin is dissolved in 30 cc. chloroform and 2 g. m-chloroperbenzoic acid added, and the solution stirred for 24 hours. 5 G. calcium hydroxide is added, the mixture stirred for five minutes and filtered through celite. The organic filtrate is evaporated to dryness and the residue chromatographed on silica gel and eluted with 5% ethyl acetate/benzene mixture to yield 339 mg. (76%) pure sulfone, m.p. 228°-230° C.